Dataset: the Open Reaction Database (ORD), a public repository of structured organic reaction records. Task: describe an organic reaction: reactants, conditions, products, and yield Starting materials: [N+](=O)([O-])C=1C=CC2=C(C3C(C(O2)(C)C)(O3)CNC(C)=O)C1 (6-nitro-3-acetamidomethyl-3,4-dihydro-3,4-epoxy-2,2-dimethyl-2H-1-benzopyran), N1C(CCC1)=O (2-pyrrolidinone), O (Water), C(C)(=O)OCC (ethyl acetate). The solvent is C(C)O (ethanol), O1CCOCC1 (dioxane). Conditions: temperature 50 celsius. The product is [N+](=O)([O-])C=1C=CC2=C(C(=C(C(O2)(C)C)CNC(C)=O)N2C(CCC2)=O)C1 (6-nitro-2,2-dimethyl-3-acetamidomethyl-4-(2-oxopyrrolidin-1-yl)-2H-1-benzopyran). Yield: 22.6%. RXN SMILES: [N+:1]([C:4]1[CH:5]=[CH:6][C:7]2[O:12][C:11]([CH3:14])([CH3:13])[C:10]3([CH2:16][NH:17][C:18](=[O:20])[CH3:19])O[CH:9]3[C:8]=2[CH:21]=1)([O-:3])=[O:2].[NH:22]1[CH2:26][CH2:25][CH2:24][C:23]1=[O:27].O.C(OCC)(=O)C>C(O)C.O1CCOCC1>[N+:1]([C:4]1[CH:5]=[CH:6][C:7]2[O:12][C:11]([CH3:14])([CH3:13])[C:10]([CH2:16][NH:17][C:18](=[O:20])[CH3:19])=[C:9]([N:22]3[CH2:26][CH2:25][CH2:24][C:23]3=[O:27])[C:8]=2[CH:21]=1)([O-:3])=[O:2]. Procedure: A solution containing 6-nitro-3-acetamidomethyl-3,4-dihydro-3,4-epoxy-2,2-dimethyl-2H-1-benzopyran (0.5 g, 1.72 mmol), 2-pyrrolidinone (0.3 g, 3.48 mmol) and Triton B (40% in ethanol, 0.1 ml) in dioxane (10 ml) was heated at 50° C. for eighteen hours. Water and ethyl acetate were added, and the organic phase separated and evaporated under reduced pressure. The residue was chromatographed on silica gel, eluting with dichloromethane/methanol (95/5), to give crude product which on triturating with ... Reactants: C[Si](C)(C)C1(C=CC=C1)[Sn](C)(C)C ((trimethylsilylcyclopentadienyl)-trimethyltin), ClB(C1=CC=CC=C1)Cl (dichloro-(phenyl)borane). Run at temperature 40 celsius. Product: C[Si](C)(C)C1(C=CC=C1)B(C1=CC=CC=C1)C1(C=CC=C1)[Si](C)(C)C (bis(trimethylsilylcyclopentadienyl) (phenyl)-borane). Reaction SMILES: [CH3:1][Si:2]([C:5]1([Sn](C)(C)C)[CH:9]=[CH:8][CH:7]=[CH:6]1)([CH3:4])[CH3:3].Cl[B:15](Cl)[C:16]1[CH:21]=[CH:20][CH:19]=[CH:18][CH:17]=1>>[CH3:1][Si:2]([C:5]1([B:15]([C:5]2([Si:2]([CH3:4])([CH3:3])[CH3:1])[CH:9]=[CH:8][CH:7]=[CH:6]2)[C:16]2[CH:21]=[CH:20][CH:19]=[CH:18][CH:17]=2)[CH:9]=[CH:8][CH:7]=[CH:6]1)([CH3:4])[CH3:3]. Procedure: To 2.230 g (7.41 mmol) of (trimethylsilylcyclopentadienyl)-trimethyltin is added 0.59 g (0.48 ml, 3.7 mmol) of dichloro-(phenyl)borane dropwise at room temperature. An intense yellow color immediately appears. The mixture is heated at 40° C. for 2 h whereupon the yellow color intensifies. This is followed by fractional distillation wherein the chlorotrimethylstannane formed can first be separated off. In the distillation, a heavy decomposition occurs from about 120° C. bath temperature to give a... The reactants are C(C)(=O)OCC (ethyl acetate), N1=CC=CC=C1 (pyridine), ClC(=O)OCC(Cl)(Cl)Cl (2,2,2-trichloroethyl chloroformate), C(C)(C)(C)C=1C=C(N(N1)CCO[Si](C)(C)C(C)(C)C)N (5-tert-butyl-2-[2-(tert-butyl-dimethyl-silanyloxy)-ethyl]-2H-pyrazol-3-ylamine). Run in O (water), C1CCOC1 (THF). Run at temperature 0 celsius. Yields the product ClC(COC(NC=1N(N=C(C1)C(C)(C)C)CCO[Si](C)(C)C(C)(C)C)=O)(Cl)Cl (2-[2-(tert-Butyl-dimethyl-silanyloxy)-ethyl]-(5-tert-butyl-2H-pyrazol-3-yl)-carbamic acid 2,2,2-trichloro-ethyl ester). Yield: 100.0%. As a reaction SMILES: [C:1]([C:5]1[CH:6]=[C:7]([NH2:20])[N:8]([CH2:10][CH2:11][O:12][Si:13]([C:16]([CH3:19])([CH3:18])[CH3:17])([CH3:15])[CH3:14])[N:9]=1)([CH3:4])([CH3:3])[CH3:2].N1C=CC=CC=1.Cl[C:28]([O:30][CH2:31][C:32]([Cl:35])([Cl:34])[Cl:33])=[O:29].C(OCC)(=O)C>C1COCC1.O>[Cl:33][C:32]([Cl:35])([Cl:34])[CH2:31][O:30][C:28](=[O:29])[NH:20][C:7]1[N:8]([CH2:10][CH2:11][O:12][Si:13]([C:16]([CH3:19])([CH3:18])[CH3:17])([CH3:14])[CH3:15])[N:9]=[C:5]([C:1]([CH3:4])([CH3:2])[CH3:3])[CH:6]=1. Procedure details: Dissolve 5-tert-butyl-2-[2-(tert-butyl-dimethyl-silanyloxy)-ethyl]-2H-pyrazol-3-ylamine (5.5 g, 0.018 mol) in THF (100 mL) under N2 and cool to 0° C. Add pyridine (1.6 mL, 1.1 equiv.) via syringe followed by dropwise addition of 2,2,2-trichloroethyl chloroformate (2.7 mL, 1.1 equiv.). Stir the reaction at 0° C. for one hour then remove the cooling bath and allow the reaction to stir for a total of 5 hours. Dilute the reaction with ethyl acetate and water. Wash the organic layer with water then s... The reactants are CC(=O)OC(C)=O, CNc1nc(C)nc(OC)n1. Yields the product COc1nc(C)nc(OC)n1. RXN SMILES: [CH3:12][C:13](=[O:14])[O:15][C:16](=[O:17])[CH3:18].[CH3:1][O:2][c:3]1[n:4][c:5]([NH:10][CH3:11])[n:6][c:7]([CH3:9])[n:8]1>>[CH3:1][O:2][c:3]1[n:4][c:5]([O:14][CH3:13])[n:6][c:7]([CH3:9])[n:8]1. Reactants: [H-].[Al+3].[Li+].[H-].[H-].[H-] (lithium aluminum hydride), NC1=CC(=C(C(=O)O)C=C1Cl)OC (4-amino-5-chloro-2-methoxybenzoic acid), [C@@H]([C@H](C(=O)[O-])O)(C(=O)[O-])O.[Na+].[K+] (Rochelle salt). The solvent is O1CCCC1 (tetrahydrofuran). Yields the product NC1=CC(=C(CO)C=C1Cl)OC (4-amino-5-chloro-2-methoxybenzyl alcohol). Yield: 224.6%. Reaction SMILES: [H-].[Al+3].[Li+].[H-].[H-].[H-].[NH2:7][C:8]1[C:16]([Cl:17])=[CH:15][C:11]([C:12](O)=[O:13])=[C:10]([O:18][CH3:19])[CH:9]=1.[C@H](O)(C([O-])=O)[C@@H](O)C([O-])=O.[Na+].[K+]>O1CCCC1>[NH2:7][C:8]1[C:16]([Cl:17])=[CH:15][C:11]([CH2:12][OH:13])=[C:10]([O:18][CH3:19])[CH:9]=1 |f:0.1.2.3.4.5,7.8.9|. Procedure: To a suspension of lithium aluminum hydride (25.0 g, 116 mmol) in tetrahydrofuran (150 mL), 4-amino-5-chloro-2-methoxybenzoic acid (5 g, 28.0 mmol) was added in portions under ice-water cooling and the mixture was heated under reflux for 5 hours. Under ice-water cooling, a saturated aqueous solution of Rochelle salt was added to stop the reaction and the reaction mixture was extracted with ethyl acetate. The organic layer was washed with a saturated aqueous solution of Rochelle salt and a satura... Reactants: CC(COC(=O)Cl)C (2-methylpropylchloroformate), [BH4-].[Na+] (NaBH4), Cl (HCl), C(C)(C)(C)OC(=O)N[C@H](C(=O)O)COC ((S)-2-(tert-butoxycarbonylamino)-3-methoxypropanoic acid), CN1CCOCC1 (N-methylmorpholine). Run in C1CCOC1 (THF), O (water), CCOC(=O)C (EtOAc), C1CCOC1 (THF). Run at temperature -15 celsius, time 15 minute. Product: OC[C@H](COC)NC(OC(C)(C)C)=O ((R)-tert-Butyl 1-hydroxy-3-methoxypropan-2-ylcarbamate). The yield is 58.8%. As a reaction SMILES: [C:1]([O:5][C:6]([NH:8][C@@H:9]([CH2:13][O:14][CH3:15])[C:10](O)=[O:11])=[O:7])([CH3:4])([CH3:3])[CH3:2].CN1CCOCC1.CC(C)COC(Cl)=O.[BH4-].[Na+].Cl>C1COCC1.O.CCOC(C)=O>[OH:11][CH2:10][C@@H:9]([NH:8][C:6](=[O:7])[O:5][C:1]([CH3:3])([CH3:2])[CH3:4])[CH2:13][O:14][CH3:15] |f:3.4|. Procedure: To a mixture of (S)-2-(tert-butoxycarbonylamino)-3-methoxypropanoic acid (10.9 g) and N-methylmorpholine (5.6 g, 55 mmol) in THF (50 mL) was added 2-methylpropylchloroformate (7.48 g, 55 mmol) in THF at −15° C. The reaction mixture was stirred −15° C. for 15 min, after which NaBH4 (6.0 g, 159 mmol) in water (10 mL) was added. The reaction mixture was stirred for 30 min, then diluted with EtOAc, and neutralized with dilute HCl. The organic layer was dried over Na2SO4 and concentrated. The residue... The reactants are CCC(CC)ON(CC(O)C(Cc1ccccc1)NC(=O)OC1COC2OCCC12)S(=O)(=O)c1ccc([N+](=O)[O-])cc1, CO. The product is CCC(CC)ON(CC(O)C(Cc1ccccc1)NC(=O)OC1COC2OCCC12)S(=O)(=O)c1ccc(N)cc1. RXN SMILES: [CH2:1]([c:2]1[cH:3][cH:4][cH:5][cH:6][cH:7]1)[CH:8]([CH:9]([CH2:10][N:11]([S:12](=[O:13])(=[O:14])[c:15]1[cH:16][cH:17][c:18]([N+:21]([O-:22])=[O:23])[cH:19][cH:20]1)[O:24][CH:25]([CH2:26][CH3:27])[CH2:28][CH3:29])[OH:30])[NH:31][C:32]([O:33][CH:34]1[CH2:35][O:36][CH:37]2[O:38][CH2:39][CH2:40][CH:41]12)=[O:42].[CH3:43][OH:44]>>[CH2:1]([c:2]1[cH:3][cH:4][cH:5][cH:6][cH:7]1)[CH:8]([CH:9]([CH2:10][N:11]([S:12](=[O:13])(=[O:14])[c:15]1[cH:16][cH:17][c:18]([NH2:21])[cH:19][cH:20]1)[O:24][CH:25]([CH2:26][CH3:27])[CH2:28][CH3:29])[OH:30])[NH:31][C:32]([O:33][CH:34]1[CH2:35][O:36][CH:37]2[O:38][CH2:39][CH2:40][CH:41]12)=[O:42]. Reactants: ONC(=N)C=1C=NC(=C(C1)C=1NC(C=2C(N1)=C(N(N2)C)CCC)=O)OCC(C)C (N-Hydroxy-6-isobutoxy-5-(2-methyl-7-oxo-3-propyl-6,7-dihydro-2H-pyrazolo[4,3-d]pyrimidin-5-yl)-3-pyridinecarboximidamide), N,N-dimethylaminopyridine, C(C)(=O)O (acetic acid), Cl.CN(CCCN=C=NCC)C (1-(3-dimethylaminopropyl)-3-ethyl-carbodiimide hydrochloride). Run in O1CCOCC1 (dioxan). Product: C(C)(=O)ON=C(C=1C=C(C(=NC1)OCC(C)C)C=1NC(C=2C(N1)=C(N(N2)C)CCC)=O)N (5-{5-[[(Acetyloxy)imino](amino)methyl]-2-isobutoxy-3-pyridinyl}-2-methyl-3-propyl-2,6-dihydro-7H-pyrazolo[4,3-d]pyrimidin-7-one). Isolated yield 82.1%. Reaction SMILES: [OH:1][NH:2][C:3]([C:5]1[CH:6]=[N:7][C:8]([O:25][CH2:26][CH:27]([CH3:29])[CH3:28])=[C:9]([C:11]2[NH:12][C:13](=[O:24])[C:14]3[C:15](=[C:17]([CH2:21][CH2:22][CH3:23])[N:18]([CH3:20])[N:19]=3)[N:16]=2)[CH:10]=1)=[NH:4].[C:30](O)(=[O:32])[CH3:31].Cl.CN(C)CCCN=C=NCC>O1CCOCC1>[C:30]([O:1][N:2]=[C:3]([NH2:4])[C:5]1[CH:10]=[C:9]([C:11]2[NH:12][C:13](=[O:24])[C:14]3[C:15](=[C:17]([CH2:21][CH2:22][CH3:23])[N:18]([CH3:20])[N:19]=3)[N:16]=2)[C:8]([O:25][CH2:26][CH:27]([CH3:28])[CH3:29])=[N:7][CH:6]=1)(=[O:32])[CH3:31] |f:2.3|. Reported procedure: N-Hydroxy-6-isobutoxy-5-(2-methyl-7-oxo-3-propyl-6,7-dihydro-2H-pyrazolo[4,3-d]pyrimidin-5-yl)-3-pyridinecarboximidamide (Example 39) (65 mg, 0.16 mmol), N,N-dimethylaminopyridine (24 mg, 0.20 mmol), acetic acid (9.7 mg, 0.16 mmol) and 1-(3-dimethylaminopropyl)-3-ethyl-carbodiimide hydrochloride (37.5 mg, 0.20 mmol) were stirred in dioxan (2 mL) for 14 h. The solvent was removed in vacuo and the product purified by flash column chromatography (eluting with 90% dichloromethane:methanol) to give t... The reactants are COC1=CC=C(CC2=NNC3=C2C(N(C=2N=CC=CC32)C3=CC=CC=C3)=O)C=C1 (3-(4-methoxybenzyl)-5-phenyl-1H-pyrazolo[4,3-c][1,8]naphthyridin-4 (5H)-one), Br (hydrogen bromide), O (water), Br (hydrogen bromide). Run in C(C)(=O)O (acetic acid). Yields the product OC1=CC=C(CC2=NNC3=C2C(N(C=2N=CC=CC32)C3=CC=CC=C3)=O)C=C1 (3-(4-hydroxybenzyl)-5-phenyl-1H-pyrazolo[4,3-c][1,8]-naphthyridin-4 (5H)-one). Yield: 96.2%. As a reaction SMILES: C[O:2][C:3]1[CH:29]=[CH:28][C:6]([CH2:7][C:8]2[C:12]3[C:13](=[O:27])[N:14]([C:21]4[CH:26]=[CH:25][CH:24]=[CH:23][CH:22]=4)[C:15]4[N:16]=[CH:17][CH:18]=[CH:19][C:20]=4[C:11]=3[NH:10][N:9]=2)=[CH:5][CH:4]=1.Br.O>C(O)(=O)C>[OH:2][C:3]1[CH:29]=[CH:28][C:6]([CH2:7][C:8]2[C:12]3[C:13](=[O:27])[N:14]([C:21]4[CH:26]=[CH:25][CH:24]=[CH:23][CH:22]=4)[C:15]4[N:16]=[CH:17][CH:18]=[CH:19][C:20]=4[C:11]=3[NH:10][N:9]=2)=[CH:5][CH:4]=1. Reported procedure: To a solution of 3-(4-methoxybenzyl)-5-phenyl-1H-pyrazolo[4,3-c][1,8]naphthyridin-4 (5H)-one (100 mg, 0.26 mmol, prepared in Example 21) in acetic acid (1 ml) was added 47% hydrogen bromide (44 μl), and the mixture was heated under reflux. After additional 47% hydrogen bromide (144 μl) was added, the mixture was heated under reflux overnight. The reaction mixture was admixed with water, and filtered to give precipitates which were dried to afford 3-(4-hydroxybenzyl)-5-phenyl-1H-pyrazolo[4,3-c][1...